This data is from the Open Reaction Database (ORD), a public repository of structured organic reaction records. The task is: describe an organic reaction: reactants, conditions, products, and yield Yields the product C(CCCCC)OC=1N=C2C(=NC1)N(N=C2)C2=CC=CC=C2 (5-hexyloxy-1-phenyl-1H-pyrazolo[3,4-b]pyrazine). RXN SMILES: [Na].C1(C)C=CC(S([C:11]2[N:12]=[C:13]3[CH:19]=[N:18][N:17]([C:20]4[CH:25]=[CH:24][CH:23]=[CH:22][CH:21]=4)[C:14]3=[N:15][CH:16]=2)(=O)=O)=CC=1.[CH2:27]([OH:33])[CH2:28][CH2:29][CH2:30][CH2:31][CH3:32]>>[CH2:27]([O:33][C:11]1[N:12]=[C:13]2[CH:19]=[N:18][N:17]([C:20]3[CH:21]=[CH:22][CH:23]=[CH:24][CH:25]=3)[C:14]2=[N:15][CH:16]=1)[CH2:28][CH2:29][CH2:30][CH2:31][CH3:32] |^1:0|. The yield is 90.0%. Procedure: In 50 ml of hexanol was dissolved 2.1 g (0.091 mole) of metallic sodium, and then, 14.6 g (0.043 mole) of 5-(4-tolylsulfonyl)-1-phenyl-1H-pyrazolo[3,4-b]pyrazine was added to the solution. The mixture was heated under reflux for 2 hours. After completion of the reaction, the exessive amount of hexanol was removed by distillation under a reduced pressure. The residue was washed with water, dried and then recrystallized from a benzene/methanol (1:2) mixed solvent to obtain 11.5 g (the yield was 90... Starting materials: [Na] (sodium), C(CCCCC)O (hexanol), C1(=CC=C(C=C1)S(=O)(=O)C=1N=C2C(=NC1)N(N=C2)C2=CC=CC=C2)C (5-(4-tolylsulfonyl)-1-phenyl-1H-pyrazolo[3,4-b]pyrazine).